Dataset: the Open Reaction Database (ORD), a public repository of structured organic reaction records. Task: describe an organic reaction: reactants, conditions, products, and yield Reactants: [S-]C#N.[K+] (potassium thiocyanate), FC(C1=CC=C(C(=O)Cl)C=C1)(F)F (4-Trifluoromethylbenzoyl chloride), C(C1=CC=CC=C1)OC1=CC(=C(C=C1)C1=NNC(=C1)N)F (3-(4-benzyloxy-2-fluoro-phenyl)-1H-pyrazol-5-amine). Run in C(C)#N (acetonitrile). Reaction conditions: time 30 minute. Product: C(C1=CC=CC=C1)OC1=CC(=C(C=C1)C1=NNC(=C1)NC(=S)NC(C1=CC=C(C=C1)C(F)(F)F)=O)F (N-(3-(4-(Benzyloxy)-2-fluorophenyl)-1H-pyrazol-5-ylcarbamothioyl)-4-(trifluoromethyl)benzamide). The yield is 81.0%. RXN SMILES: [F:1][C:2]([F:13])([F:12])[C:3]1[CH:11]=[CH:10][C:6]([C:7](Cl)=[O:8])=[CH:5][CH:4]=1.[S-:14][C:15]#[N:16].[K+].[CH2:18]([O:25][C:26]1[CH:31]=[CH:30][C:29]([C:32]2[CH:36]=[C:35]([NH2:37])[NH:34][N:33]=2)=[C:28]([F:38])[CH:27]=1)[C:19]1[CH:24]=[CH:23][CH:22]=[CH:21][CH:20]=1>C(#N)C>[CH2:18]([O:25][C:26]1[CH:31]=[CH:30][C:29]([C:32]2[CH:36]=[C:35]([NH:37][C:15]([NH:16][C:7](=[O:8])[C:6]3[CH:10]=[CH:11][C:3]([C:2]([F:13])([F:12])[F:1])=[CH:4][CH:5]=3)=[S:14])[NH:34][N:33]=2)=[C:28]([F:38])[CH:27]=1)[C:19]1[CH:20]=[CH:21][CH:22]=[CH:23][CH:24]=1 |f:1.2|. Procedure details: 4-Trifluoromethylbenzoyl chloride (590 mg, 2.83 mmol) was dissolved in acetonitrile (˜30 mL) and potassium thiocyanate (302 mg, 3.22 mmol) was added to provide a reaction mixture. The reaction mixture was stirred at room temperature for 30 minutes, and then 3-(4-benzyloxy-2-fluoro-phenyl)-1H-pyrazol-5-amine (801 mg, 2.83 mmol) was added to the reaction mixture. Next, the reaction mixture was stirred at room temperature overnight, then concentrated in vacuo, slurried with water, and collected by ... Reactants: Cl (hydrochloric acid), BrCC=1C=C(C(=O)O)C=CC1 (3-bromomethylbenzoic acid), N1C(CNCC1)=O (piperazin-2-one), C([O-])([O-])=O.[K+].[K+] (potassium carbonate). Run in CO (methanol). Reaction conditions: time 17 hour. Product: O=C1CN(CCN1)CC1=CC=C(C(=O)O)C=C1 (4-[(3-Oxo-1-piperazinyl)methyl]benzoic acid). Reaction SMILES: BrC[C:3]1[CH:4]=[C:5]([CH:9]=[CH:10][CH:11]=1)[C:6]([OH:8])=[O:7].[NH:12]1[CH2:17][CH2:16][NH:15][CH2:14][C:13]1=[O:18].[C:19](=O)([O-])[O-].[K+].[K+].Cl>CO>[O:18]=[C:13]1[NH:12][CH2:17][CH2:16][N:15]([CH2:19][C:11]2[CH:3]=[CH:4][C:5]([C:6]([OH:8])=[O:7])=[CH:9][CH:10]=2)[CH2:14]1 |f:2.3.4|. Procedure: A mixture of 3-bromomethylbenzoic acid (4.30 g, 20 mmol), piperazin-2-one (2.0 g, 20 mmol) and powdered potassium carbonate (2.76 g, 20 mmol) in methanol (50 mL) is stirred for 17 hours at room temperature. The resulting mixture is filtered and the solvent is evaporated off under reduced pressure to give a residue which is treated with hydrochloric acid (80 mL of 0.25 M) and stirred for 5 min. The precipitated product is filtered, washed with water, dried and recrystallised from methanol to give... Starting materials: C(C)(=O)C=1C=NN(C1C)C1=NC=CC=N1 (4-acetyl-1-(2-pyrimidinyl)-5-methylpyrazole), Cl.C(C1=CC=CC=C1)N1CCNCC1 (1-benzylpiperazine hydrochloride), C=O (paraformaldehyde), Cl.C(C1=CC=CC=C1)N1CCNCC1 (1-benzylpiperazine hydrochloride), C=O (paraformaldehyde). Run in C(C)O (ethanol). The product is Cl.CC1=C(C=NN1C1=NC=CC=N1)C(CCN1CCN(CC1)CC1=CC=CC=C1)=O (1-[5-Methyl-1-(2-pyrimidinyl)-4-pyrazolyl]-3-[4-benzyl-1-piperazinyl]-1-propanone hydrochloride). Isolated yield 34.8%. RXN SMILES: [C:1]([C:4]1[CH:5]=[N:6][N:7]([C:10]2[N:15]=[CH:14][CH:13]=[CH:12][N:11]=2)[C:8]=1[CH3:9])(=[O:3])[CH3:2].[ClH:16].[CH2:17]([N:24]1[CH2:29][CH2:28][NH:27][CH2:26][CH2:25]1)[C:18]1[CH:23]=[CH:22][CH:21]=[CH:20][CH:19]=1.[CH2:30]=O>C(O)C>[ClH:16].[CH3:9][C:8]1[N:7]([C:10]2[N:15]=[CH:14][CH:13]=[CH:12][N:11]=2)[N:6]=[CH:5][C:4]=1[C:1](=[O:3])[CH2:2][CH2:30][N:27]1[CH2:28][CH2:29][N:24]([CH2:17][C:18]2[CH:19]=[CH:20][CH:21]=[CH:22][CH:23]=2)[CH2:25][CH2:26]1 |f:1.2,5.6|. Procedure details: 1.01 g of 4-acetyl-1-(2-pyrimidinyl)-5-methylpyrazole was dissolved in 80 ml of anhydrous ethanol. After adding 1.25 g of 1-benzylpiperazine hydrochloride and 0.45 g of paraformaldehyde, the mixture was heated under reflux for 18 hours. Further, 0.60 g of 1-benzylpiperazine hydrochloride and 0.20 g of paraformaldehyde were added and the resulting mixture was heated under reflux for additional 8 hours. After cooling, the crystals were collected by filtration and extracted with chloroform and a sa... The reactants are ClC1=C(C=CC(=C1)Cl)[C@@H]1CC(=C(C[C@H]1[N+](=O)[O-])COC1=CC=C(C#N)C=C1)C1=CC=CC=C1 (4-{[trans-4-(2,4-dichlorophenyl)-5-nitro-2-phenylcyclohex-1-en-1-yl]methoxy}benzonitrile). Reagents/catalysts: [Zn] (Zn). Run in CO.C(C)(=O)O (methanol acetic acid). Yields the product N[C@H]1[C@@H](CC(=C(C1)COC1=CC=C(C#N)C=C1)C1=CC=CC=C1)C1=C(C=C(C=C1)Cl)Cl (4-{[trans-5-amino-4-(2,4-dichlorophenyl)-2-phenylcyclohex-1-en-1-yl]methoxy}benzonitrile). Yield: 75.9%. RXN SMILES: [Cl:1][C:2]1[CH:7]=[C:6]([Cl:8])[CH:5]=[CH:4][C:3]=1[C@H:9]1[C@H:14]([N+:15]([O-])=O)[CH2:13][C:12]([CH2:18][O:19][C:20]2[CH:27]=[CH:26][C:23]([C:24]#[N:25])=[CH:22][CH:21]=2)=[C:11]([C:28]2[CH:33]=[CH:32][CH:31]=[CH:30][CH:29]=2)[CH2:10]1>CO.C(O)(=O)C.[Zn]>[NH2:15][C@@H:14]1[CH2:13][C:12]([CH2:18][O:19][C:20]2[CH:27]=[CH:26][C:23]([C:24]#[N:25])=[CH:22][CH:21]=2)=[C:11]([C:28]2[CH:33]=[CH:32][CH:31]=[CH:30][CH:29]=2)[CH2:10][C@H:9]1[C:3]1[CH:4]=[CH:5][C:6]([Cl:8])=[CH:7][C:2]=1[Cl:1] |f:1.2|. Procedure details: To a solution of Example 7E (42 mg, 0.088 mmol) in a mixture of methanol/acetic acid (0.75 mL/0.75 mL), Zn powder (57 mg, 0.88 mmol) was added at room temperature. The reaction mixture was stirred for thirty minutes, filtered, concentrated under reduced pressure and purified by high-pressure liquid chromatography (eluting with 0-70% acetonitrile/water and 0.1% trifluoroacetic acid to provide the title compound (30 mg, 76%)). 1H NMR (400 MHz, CDCl3) δ ppm 7.44-7.53 (m, 2H), 7.24-7.39 (m, 4H), 7.1... Starting materials: IC1=NN(C2=CC=CC(=C12)[N+](=O)[O-])CC=1C=C(C(=O)N(C)C)C=CC1 (3-((3-iodo-4-nitro-1H-indazol-1-yl)methyl)-N,N-dimethylbenzamide), [NH4+].[Cl-] (NH4Cl). Reagents/catalysts: [Zn] (Zinc). Run in CO (MeOH), CO (MeOH). Reaction conditions: time 15 minute. The product is NC1=C2C=NN(C2=CC=C1)CC=1C=C(C(=O)N(C)C)C=CC1 (3-((4-amino-1H-indazol-1-yl)methyl)-N,N-dimethylbenzamide). Isolated yield 61.2%. Reaction SMILES: I[C:2]1[C:10]2[C:5](=[CH:6][CH:7]=[CH:8][C:9]=2[N+:11]([O-])=O)[N:4]([CH2:14][C:15]2[CH:16]=[C:17]([CH:23]=[CH:24][CH:25]=2)[C:18]([N:20]([CH3:22])[CH3:21])=[O:19])[N:3]=1.[NH4+].[Cl-]>CO.[Zn]>[NH2:11][C:9]1[CH:8]=[CH:7][CH:6]=[C:5]2[C:10]=1[CH:2]=[N:3][N:4]2[CH2:14][C:15]1[CH:16]=[C:17]([CH:23]=[CH:24][CH:25]=1)[C:18]([N:20]([CH3:22])[CH3:21])=[O:19] |f:1.2|. Procedure: A solution of 3-((3-iodo-4-nitro-1H-indazol-1-yl)methyl)-N,N-dimethylbenzamide (0.400 g, 0.888 mmol) and MeOH (8.8 mL) was cooled to 0° C. Zinc dust (0.290 g, 4.44 mmol) was added and the mixture was stirred vigorously for 15 minutes, followed by the dropwise addition of saturated aqueous NH4Cl (9 mL). The mixture was stirred vigorously for 15 minutes at 0° C. and then warmed to ambient temperature and stirred for an additional 1 hour. The mixture was diluted with MeOH and filtered. To the filtr...